Dataset: the Open Reaction Database (ORD), a public repository of structured organic reaction records. Task: describe an organic reaction: reactants, conditions, products, and yield Starting materials: CCOC(=O)c1ccc(Br)n1C(=O)OC(C)(C)C, O=C([O-])[O-], COCC(C)Oc1cc(Oc2ccc(S(C)(=O)=O)cc2)cc(B2OC(C)(C)C(C)(C)O2)c1, Cc1ccccc1, CCO, [K+], [K+], O. Product: CCOC(=O)c1ccc(-c2cc(Oc3ccc(S(C)(=O)=O)cc3)cc(OC(C)COC)c2)n1C(=O)OC(C)(C)C. RXN SMILES: [Br:33][c:34]1[cH:35][cH:36][c:37]([C:46](=[O:47])[O:48][CH2:49][CH3:50])[n:38]1[C:39](=[O:40])[O:41][C:42]([CH3:43])([CH3:44])[CH3:45].[C:51](=[O:52])([O-:53])[O-:54].[CH3:1][O:2][CH2:3][CH:4]([O:5][c:6]1[cH:7][c:8]([B:23]2[O:24][C:25]([CH3:26])([CH3:27])[C:28]([CH3:29])([CH3:30])[O:31]2)[cH:9][c:10]([O:12][c:13]2[cH:14][cH:15][c:16]([S:19](=[O:20])(=[O:21])[CH3:22])[cH:17][cH:18]2)[cH:11]1)[CH3:32].[CH3:58][c:59]1[cH:60][cH:61][cH:62][cH:63][cH:64]1.[CH3:65][CH2:66][OH:67].[K+:55].[K+:56].[OH2:57]>>[CH3:1][O:2][CH2:3][CH:4]([O:5][c:6]1[cH:7][c:8](-[c:34]2[cH:35][cH:36][c:37]([C:46](=[O:47])[O:48][CH2:49][CH3:50])[n:38]2[C:39](=[O:40])[O:41][C:42]([CH3:43])([CH3:44])[CH3:45])[cH:9][c:10]([O:12][c:13]2[cH:14][cH:15][c:16]([S:19](=[O:20])(=[O:21])[CH3:22])[cH:17][cH:18]2)[cH:11]1)[CH3:32].